From a dataset of the Open Reaction Database (ORD), a public repository of structured organic reaction records. describe an organic reaction: reactants, conditions, products, and yield The reactants are BrC=1C=CC(=C(C#N)C1)NC1=CC=C(C=C1)C(=O)N1CCN(CC1)C (5-Bromo-2-(4-(4-methylpiperazine-1-carbonyl)phenylamino)benzonitrile), CO (MeOH), COC1=C(C=CC=C1)B(O)O (2-methoxyphenylboronic acid), C(=O)([O-])[O-].[Na+].[Na+] (Na2CO3). The reagents and catalysts are C=1C=CC(=CC1)[P](C=2C=CC=CC2)(C=3C=CC=CC3)[Pd]([P](C=4C=CC=CC4)(C=5C=CC=CC5)C=6C=CC=CC6)([P](C=7C=CC=CC7)(C=8C=CC=CC8)C=9C=CC=CC9)[P](C=1C=CC=CC1)(C=1C=CC=CC1)C=1C=CC=CC1 (Pd(Ph3P)4). Solvent: C1(=CC=CC=C1)C (Toluene). Conditions: temperature 105 celsius. Yields the product COC1=C(C=CC=C1)C1=CC(=C(C=C1)NC1=CC=C(C=C1)C(=O)N1CCN(CC1)C)C#N (2′-methoxy-4-(4-(4-methylpiperazine-1-carbonyl)phenylamino)-biphenyl-3-carbonitrile). Isolated yield 84.5%. As a reaction SMILES: Br[C:2]1[CH:3]=[CH:4][C:5]([NH:10][C:11]2[CH:16]=[CH:15][C:14]([C:17]([N:19]3[CH2:24][CH2:23][N:22]([CH3:25])[CH2:21][CH2:20]3)=[O:18])=[CH:13][CH:12]=2)=[C:6]([CH:9]=1)[C:7]#[N:8].[CH3:26][O:27][C:28]1[CH:33]=[CH:32][CH:31]=[CH:30][C:29]=1B(O)O.C([O-])([O-])=O.[Na+].[Na+].CO>C1C=CC([P]([Pd]([P](C2C=CC=CC=2)(C2C=CC=CC=2)C2C=CC=CC=2)([P](C2C=CC=CC=2)(C2C=CC=CC=2)C2C=CC=CC=2)[P](C2C=CC=CC=2)(C2C=CC=CC=2)C2C=CC=CC=2)(C2C=CC=CC=2)C2C=CC=CC=2)=CC=1.C1(C)C=CC=CC=1>[CH3:26][O:27][C:28]1[CH:33]=[CH:32][CH:31]=[CH:30][C:29]=1[C:2]1[CH:3]=[CH:4][C:5]([NH:10][C:11]2[CH:12]=[CH:13][C:14]([C:17]([N:19]3[CH2:24][CH2:23][N:22]([CH3:25])[CH2:21][CH2:20]3)=[O:18])=[CH:15][CH:16]=2)=[C:6]([C:7]#[N:8])[CH:9]=1 |f:2.3.4,^1:48,50,69,88|. Procedure: 5-Bromo-2-(4-(4-methylpiperazine-1-carbonyl)phenylamino)benzonitrile (100 mg, 0.250 mmol), Pd(Ph3P)4 (14.47 mg, 0.013 mmol), 2-methoxyphenylboronic acid (53.3 mg, 0.351 mmol), aqueous Na2CO3 (0.28 mL, 0.560 mmol), MeOH (0.5 mL) and Toluene (1 mL) were combined in a 2 ml microwave vial, sealed, the vial flushed with nitrogen and heated to 105° C. for 5 hrs in an oil bath. The reaction was poured into a separating funnel loaded with dichloromethane and 0.1 N aq. KOH. The aqueous layer was extracte... Reactants: C(O)([O-])=O.[Na+] (sodium hydrogen carbonate), S(=O)(=O)(Cl)Cl (Sulfuryl chloride), resultant solution, C(C1=CC=CC=C1)O[C@H]1[C@]2(O[C@@H]([C@@H]([C@@H]1OCC1=CC=CC=C1)OCC1=CC=CC=C1)COCC1=CC=CC=C1)OCC=1C=C3C(=CC12)C(=C(S3)[Si](C)(C)C)CC3=CC=C(C=C3)CC ((3′R,4′S,5S,5′S,6′R)-3′,4′,5′-tris-benzyloxy-6′-benzyloxymethyl-3-[(4-ethylphenyl)methyl]-3′,4′,5′,6′-tetrahydro-2-trimethylsilyl-spiro[thieno[2,3,f]isobenzofuran-5(7H),2′-[2H]pyran]). Run in C(C)#N (acetonitrile). Run at time 3.5 hour. Yields the product C(C1=CC=CC=C1)O[C@H]1[C@]2(O[C@@H]([C@@H]([C@@H]1OCC1=CC=CC=C1)OCC1=CC=CC=C1)COCC1=CC=CC=C1)OCC=1C=C3C(=CC12)C(=C(S3)Cl)CC3=CC=C(C=C3)CC ((3′R,4′S,5S,5′S,6′R)-3′,4′,5′-tris-benzyloxy-6′-benzyloxymethyl-2-chloro-3-[(4-ethylphenyl)methyl]-3′,4′,5′,6′-tetrahydro-spiro[thieno[2,3,f]isobenzofuran-5(7H),2′-[2H]pyran]). Isolated yield 43.1%. As a reaction SMILES: [CH2:1]([O:8][C@@H:9]1[C@@H:14]([O:15][CH2:16][C:17]2[CH:22]=[CH:21][CH:20]=[CH:19][CH:18]=2)[C@@H:13]([O:23][CH2:24][C:25]2[CH:30]=[CH:29][CH:28]=[CH:27][CH:26]=2)[C@@H:12]([CH2:31][O:32][CH2:33][C:34]2[CH:39]=[CH:38][CH:37]=[CH:36][CH:35]=2)[O:11][C@:10]21[C:47]1[CH:46]=[C:45]3[C:48]([CH2:55][C:56]4[CH:61]=[CH:60][C:59]([CH2:62][CH3:63])=[CH:58][CH:57]=4)=[C:49]([Si](C)(C)C)[S:50][C:44]3=[CH:43][C:42]=1[CH2:41][O:40]2)[C:2]1[CH:7]=[CH:6][CH:5]=[CH:4][CH:3]=1.S(Cl)([Cl:67])(=O)=O.C(=O)([O-])O.[Na+]>C(#N)C>[CH2:1]([O:8][C@@H:9]1[C@@H:14]([O:15][CH2:16][C:17]2[CH:22]=[CH:21][CH:20]=[CH:19][CH:18]=2)[C@@H:13]([O:23][CH2:24][C:25]2[CH:30]=[CH:29][CH:28]=[CH:27][CH:26]=2)[C@@H:12]([CH2:31][O:32][CH2:33][C:34]2[CH:39]=[CH:38][CH:37]=[CH:36][CH:35]=2)[O:11][C@:10]21[C:47]1[CH:46]=[C:45]3[C:48]([CH2:55][C:56]4[CH:61]=[CH:60][C:59]([CH2:62][CH3:63])=[CH:58][CH:57]=4)=[C:49]([Cl:67])[S:50][C:44]3=[CH:43][C:42]=1[CH2:41][O:40]2)[C:2]1[CH:7]=[CH:6][CH:5]=[CH:4][CH:3]=1 |f:2.3|. Procedure details: (3′R,4′S,5S,5′S,6′R)-3′,4′,5′-tris-benzyloxy-6′-benzyloxymethyl-3-[(4-ethylphenyl)methyl]-3′,4′,5′,6′-tetrahydro-2-trimethylsilyl-spiro[thieno[2,3,f]isobenzofuran-5(7H),2′-[2H]pyran] (0.122 g, 0.139 mmol) was dissolved in acetonitrile (0.93 mL). Sulfuryl chloride (20.6 mg, 0.153 mmol) was added to the resultant solution, and then the solution was stirred for 3.5 hours at room temperature. Saturated aqueous sodium hydrogen carbonate was added thereto, and the resultant mixture was extracted with ... Starting materials: CC(C)(C)OC(=O)NCCCCCCC(=O)O, CCNCC. Product: CCN(CC)C(=O)CCCCCCNC(=O)OC(C)(C)C. As a reaction SMILES: [C:1]([CH3:2])([CH3:3])([CH3:4])[O:5][C:6](=[O:7])[NH:8][CH2:9][CH2:10][CH2:11][CH2:12][CH2:13][CH2:14][C:15](=[O:16])[OH:17].[CH2:18]([CH3:19])[NH:20][CH2:21][CH3:22]>>[C:1]([CH3:2])([CH3:3])([CH3:4])[O:5][C:6](=[O:7])[NH:8][CH2:9][CH2:10][CH2:11][CH2:12][CH2:13][CH2:14][C:15](=[O:17])[N:20]([CH2:18][CH3:19])[CH2:21][CH3:22].